describe an organic reaction: reactants, conditions, products, and yield From a dataset of the Open Reaction Database (ORD), a public repository of structured organic reaction records. Reactants: ClC1=CC=C2C(=NN(C2=C1)CC=1N(C=CN1)C)C=1N=C2C(=NC1)N(C=C2C(=O)NC(C)C)COCC[Si](C)(C)C (2-(6-Chloro-1-((1-methyl-1H-imidazol-2-yl)methyl)-1H-indazol-3-yl)-N-isopropyl-5-((2-(trimethylsilyl)ethoxy)methyl)-5H-pyrrolo[2,3-b]pyrazine-7-carboxamide), FC(C(=O)O)(F)F (trifluoroacetic acid). Solvent: ClC(C)Cl (dichloroethane). Run at temperature 80 celsius, time 15 hour. Yields the product ClC1=CC=C2C(=NN(C2=C1)CC=1N(C=CN1)C)C=1N=C2C(=NC1)NC=C2C(=O)NC(C)C (2-(6-chloro-1-((1-methyl-1H-imidazol-2-yl)methyl)-1H-indazol-3-yl)-N-isopropyl-5H-pyrrolo[2,3-b]pyrazine-7-carboxamide). Isolated yield 106.0%. As a reaction SMILES: [Cl:1][C:2]1[CH:10]=[C:9]2[C:5]([C:6]([C:18]3[N:19]=[C:20]4[C:26]([C:27]([NH:29][CH:30]([CH3:32])[CH3:31])=[O:28])=[CH:25][N:24](COCC[Si](C)(C)C)[C:21]4=[N:22][CH:23]=3)=[N:7][N:8]2[CH2:11][C:12]2[N:13]([CH3:17])[CH:14]=[CH:15][N:16]=2)=[CH:4][CH:3]=1.FC(F)(F)C(O)=O>ClC(Cl)C>[Cl:1][C:2]1[CH:10]=[C:9]2[C:5]([C:6]([C:18]3[N:19]=[C:20]4[C:26]([C:27]([NH:29][CH:30]([CH3:32])[CH3:31])=[O:28])=[CH:25][NH:24][C:21]4=[N:22][CH:23]=3)=[N:7][N:8]2[CH2:11][C:12]2[N:13]([CH3:17])[CH:14]=[CH:15][N:16]=2)=[CH:4][CH:3]=1. Procedure: 2-(6-Chloro-1-((1-methyl-1H-imidazol-2-yl)methyl)-1H-indazol-3-yl)-N-isopropyl-5-((2-(trimethylsilyl)ethoxy)methyl)-5H-pyrrolo[2,3-b]pyrazine-7-carboxamide (106 mg, 183 μmol) was dissolved in dichloroethane (10 mL). To this mixture was added trifluoroacetic acid (2.09 g, 1.41 mL, 18.3 mmol) and the mixture was heated to 80° C. After 15 h, the mixture was concentrated in vacuo. The residue was dissolved in 60:20:1 dichloromethane:methanol:ammonium hydroxide (10 mL). After 2 h the mixture was conc... The reactants are CC1=C(C(=O)O)C=CC(=C1S(=O)CC)S(=O)(=O)C (2-methyl-3-ethylsulfinyl-4-methylsulfonylbenzoic acid), S(=O)(Cl)Cl (thionyl chloride), S(=O)(Cl)Cl (thionyl chloride), S(=O)(Cl)Cl (thionyl chloride), OC=1N(N=CC1)C (3-hydroxy-2-methylpyrazole), N1=CC=CC=C1 (pyridine), OC=1N(N=CC1)C (3-hydroxy-2-methylpyrazole). The solvent is C(C)(=O)OCC (ethyl acetate), O (water). Conditions: temperature 0 celsius. Yields the product C(C)S(=O)C=1C(=C(C=CC1S(=O)(=O)C)C(=O)C=1C=NN(C1O)C)C ([3-(ethylsulfinyl)-2-methyl-4-(methylsulfonyl)phenyl](5-hydroxy-1-methyl-1H-pyrazol-4-yl)methanone). Yield: 95.1%. RXN SMILES: [CH3:1][C:2]1[C:10]([S:11]([CH2:13][CH3:14])=[O:12])=[C:9]([S:15]([CH3:18])(=[O:17])=[O:16])[CH:8]=[CH:7][C:3]=1[C:4]([OH:6])=O.[OH:19][C:20]1[N:21]([CH3:25])[N:22]=[CH:23][CH:24]=1.N1C=CC=CC=1.S(Cl)(Cl)=O>C(OCC)(=O)C.O>[CH2:13]([S:11]([C:10]1[C:2]([CH3:1])=[C:3]([C:4]([C:24]2[CH:23]=[N:22][N:21]([CH3:25])[C:20]=2[OH:19])=[O:6])[CH:7]=[CH:8][C:9]=1[S:15]([CH3:18])(=[O:17])=[O:16])=[O:12])[CH3:14]. Reported procedure: 305 mg of 2-methyl-3-ethylsulfinyl-4-methylsulfonylbenzoic acid and 106 mg of 3-hydroxy-2-methylpyrazole are suspended in 2 ml of ethyl acetate and 407 mg of pyridine under an inert atmosphere and cooled to −25° C. with stirring. 129 mg of thionyl chloride are then slowly added dropwise such that the temperature always remains below −20° C. Following the complete addition of the thionyl chloride, the mixture is stirred for a further 20 minutes. A further 27 mg of 3-hydroxy-2-methylpyrazole are a...